Dataset: the Open Reaction Database (ORD), a public repository of structured organic reaction records. Task: describe an organic reaction: reactants, conditions, products, and yield The reactants are [OH-].[Na+] (sodium hydroxide), OO (hydrogen peroxide), FC1=CC=C(C=C1)C(CN(C(OC(C)(C)C)=O)C1=NC=C(C=C1)C=C)(C)C (tert-butyl 2-(4-fluorophenyl)-2-methylpropyl(5-vinylpyridin-2-yl)carbamate), B (Borane). Solvent: [Cl-].[Na+].O (brine), C(C)O.C1CCOC1 (ethanol THF), C1CCOC1 (THF). Run at temperature 35 celsius, time 45 minute. Product: FC1=CC=C(C=C1)C(CN(C(OC(C)(C)C)=O)C1=NC=C(C=C1)CCO)(C)C (tert-butyl 2-(4-fluorophenyl)-2-methylpropyl(5-(2-hydroxyethyl)pyridin-2-yl)carbamate). The yield is 16.7%. As a reaction SMILES: [F:1][C:2]1[CH:7]=[CH:6][C:5]([C:8]([CH3:27])([CH3:26])[CH2:9][N:10]([C:18]2[CH:23]=[CH:22][C:21]([CH:24]=[CH2:25])=[CH:20][N:19]=2)[C:11](=[O:17])[O:12][C:13]([CH3:16])([CH3:15])[CH3:14])=[CH:4][CH:3]=1.B.[OH-:29].[Na+].OO>[Cl-].[Na+].O.C(O)C.C1COCC1.C1COCC1>[F:1][C:2]1[CH:3]=[CH:4][C:5]([C:8]([CH3:27])([CH3:26])[CH2:9][N:10]([C:18]2[CH:23]=[CH:22][C:21]([CH2:24][CH2:25][OH:29])=[CH:20][N:19]=2)[C:11](=[O:17])[O:12][C:13]([CH3:16])([CH3:15])[CH3:14])=[CH:6][CH:7]=1 |f:2.3,5.6.7,8.9|. Reported procedure: To a 20 dram vial was added tert-butyl 2-(4-fluorophenyl)-2-methylpropyl(5-vinylpyridin-2-yl)carbamate (2.4 g, 6.4 mmol, 1.0 equiv) and THF (20 mL). Borane (7.7 mL, 7.7 mmol, 4.0 equiv) was added slowly, and the reaction was heated to 35° C. and stirred for 45 min. The reaction was then cooled to 0° C. followed by the addition of a 50% ethanol/THF mixture (25 mL), 2N sodium hydroxide (13 mL, 25.8 mmol, 4.0 equiv), and 30% hydrogen peroxide (15 mL). The reaction was stirred for 1 h, diluted with ... Reactants: FCCNC=1SC2=C(N1)C=CC(=C2)C2=CC=C(C=C2)N(C(OC(C)(C)C)=O)C (Tert-butyl 4-(2-(2-fluoroethylamino)benzo[d]thiazol-6-yl)phenyl(methyl)carbamate), O1CCOCC1.Cl (HCl dioxane). Product: Cl.FCCNC=1SC2=C(N1)C=CC(=C2)C2=CC=C(C=C2)NC (N-(2-fluoroethyl)-6-(4-(methylamino)phenyl)benzo[d]thiazol-2-amine hydrochloride). Yield: 74.0%. RXN SMILES: [F:1][CH2:2][CH2:3][NH:4][C:5]1[S:6][C:7]2[CH:13]=[C:12]([C:14]3[CH:19]=[CH:18][C:17]([N:20](C)[C:21](=O)OC(C)(C)C)=[CH:16][CH:15]=3)[CH:11]=[CH:10][C:8]=2[N:9]=1.O1CCOCC1.[ClH:35]>>[ClH:35].[F:1][CH2:2][CH2:3][NH:4][C:5]1[S:6][C:7]2[CH:13]=[C:12]([C:14]3[CH:19]=[CH:18][C:17]([NH:20][CH3:21])=[CH:16][CH:15]=3)[CH:11]=[CH:10][C:8]=2[N:9]=1 |f:1.2,3.4|. Reported procedure: Tert-butyl 4-(2-(2-fluoroethylamino)benzo[d]thiazol-6-yl)phenyl(methyl)carbamate (25 mg, 0.06 mmol) was treated with 4 mL of 4 M HCl dioxane solution for 2 h and concentrated. The residue was washed with ether (2×3 mL) and dried under high vacuum to afford N-(2-fluoroethyl)-6-(4-(methylamino)phenyl)benzo[d]thiazol-2-amine hydrochloride as a yellow solid (15 mg, 74%). 1H NMR (400 MHz, methanol-d4) δ 8.18 (s, 1 H), 7.91-7.88 (m, 2 H), 7.86-7.84 (m, 1 H), 7.67 (m, 3 H), 4.82 (t, J=4.8 Hz, 1 H), 4.7... Reactants: C(CCC=C)[C@@H]1CC[C@H](CC1)[C@@H]1CC[C@H](CC1)C(=O)O (trans-4-[trans-4-(4-pentenyl)-cyclohexyl]cyclohexanecarboxylic acid), FC1=CC=C(C=C1)O (p-fluorophenol), C1(CCCCC1)N=C=NC1CCCCC1 (dicyclohexylcarbodiimide). Reagents/catalysts: CN(C1=CC=NC=C1)C (4-(dimethylamino)pyridine). Solvent: C(Cl)Cl (methylene chloride). Conditions: time 15 hour. Product: FC1=CC=C(C=C1)OC(=O)[C@@H]1CC[C@H](CC1)[C@@H]1CC[C@H](CC1)CCCC=C (trans-4-[trans-4-(4-pentenyl)cyclohexyl]cyclohexanecarboxylic acid 4-fluorophenyl ester). The yield is 56.8%. RXN SMILES: [CH2:1]([C@H:6]1[CH2:11][CH2:10][C@H:9]([C@H:12]2[CH2:17][CH2:16][C@H:15]([C:18]([OH:20])=[O:19])[CH2:14][CH2:13]2)[CH2:8][CH2:7]1)[CH2:2][CH2:3][CH:4]=[CH2:5].[F:21][C:22]1[CH:27]=[CH:26][C:25](O)=[CH:24][CH:23]=1.C1(N=C=NC2CCCCC2)CCCCC1>C(Cl)Cl.CN(C)C1C=CN=CC=1>[F:21][C:22]1[CH:27]=[CH:26][C:25]([O:19][C:18]([C@H:15]2[CH2:14][CH2:13][C@H:12]([C@H:9]3[CH2:10][CH2:11][C@H:6]([CH2:1][CH2:2][CH2:3][CH:4]=[CH2:5])[CH2:7][CH2:8]3)[CH2:17][CH2:16]2)=[O:20])=[CH:24][CH:23]=1. Procedure: A solution of 996 mg of trans-4-[trans-4-(4-pentenyl)-cyclohexyl]cyclohexanecarboxylic acid in 80 ml of methylene chloride was treated with 752 mg of p-fluorophenol, 61 mg of 4-(dimethylamino)pyridine and 1.03 g of dicyclohexylcarbodiimide and stirred at room temperature for 15 hours. The reaction mixture was subsequently filtered. The filtrate was evaporated and the residue obtained was purified by chromatography on silica gel with ethyl acetate/petroleum ether (vol. 3:97). Crystallization of t... Reactants: ClC=1C=C(N)C=CC1F (3-chloro-4-fluoroaniline), [S-]C#N.[K+] (potassium thiocyanate), S1NC=CC2=C1C1=C(C=C2)N=CC=C1 (Pyrido-benzothiazine), ( a ), BrBr (bromine). Product: NC=1SC2=C(N1)C=CC(=C2Cl)F (2-amino-6-fluoro-7-chlorobenzothiazole), ( b ). RXN SMILES: S1C2C3C=CC=NC=3C=CC=2C=CN1.[Cl:15][C:16]1[CH:17]=[C:18]([CH:20]=[CH:21][C:22]=1[F:23])[NH2:19].[S-:24][C:25]#[N:26].[K+].BrBr>>[NH2:26][C:25]1[S:24][C:17]2[C:16]([Cl:15])=[C:22]([F:23])[CH:21]=[CH:20][C:18]=2[N:19]=1 |f:2.3|. Procedure: Pyrido-benzothiazine compounds having anti-microbial activity are prepared by (a) reacting 3-chloro-4-fluoroaniline with potassium thiocyanate and bromine to produce 2-amino-6-fluoro-7-chlorobenzothiazole, (b) reacting 2-amino-6-fluoro-7-chlorobenzothiazole with sodium hydroxide to produce the disulfide of 2-amino-5-fluoro 6-chlorothiophenol, (c) reacting the disulfide with sodium monochloroacetate to produce 7-fluoro-8-chloro-2H-1,4-benzothiazin-3(4H)-one, (d) reducing 7-fluoro-8-chloro-2H-1,4-... Reactants: O=C([O-])O, ClCCl, O=C(OO)c1cccc(Cl)c1, Cc1cc(-c2ccc(F)cc2)ccn1, [Na+]. The product is Cc1cc(-c2ccc(F)cc2)cc[n+]1[O-]. As a reaction SMILES: [C:26](=[O:27])([OH:28])[O-:29].[CH2:31]([Cl:32])[Cl:33].[Cl:15][c:16]1[cH:17][cH:18][cH:19][c:20]([C:21]([O:22][OH:24])=[O:23])[cH:25]1.[F:1][c:2]1[cH:3][cH:4][c:5](-[c:8]2[cH:9][c:10]([CH3:14])[n:11][cH:12][cH:13]2)[cH:6][cH:7]1.[Na+:30]>>[F:1][c:2]1[cH:3][cH:4][c:5](-[c:8]2[cH:9][c:10]([CH3:14])[n+:11]([O-:23])[cH:12][cH:13]2)[cH:6][cH:7]1. Starting materials: CC(=O)C (acetone), BrC=1C=NC(=NC1)OCCOC1=C(C(=NC=N1)NS(=O)(=O)C1=CC=C(C=C1)C(C)(C)C)C1=CC=C(C=C1)C (N-[6-{2-(5-bromopyrimidin-2-yloxy)ethoxy}-5-(4-methylphenyl)pyrimidin-4-yl]-4-tert-butylbenzenesulfonamide), solution, C(CCC)[Li] (n-butyl lithium), [Cl-].[NH4+] (ammonium chloride). Run in O1CCCC1 (tetrahydrofuran), CCCCCC (n-hexane). Conditions: temperature -78 celsius, time 5 minute. Yields the product C(C)(C)(C)C1=CC=C(C=C1)S(=O)(=O)NC1=NC=NC(=C1C1=CC=C(C=C1)C)OCCOC1=NC=C(C=N1)C(C)(C)O (4-tert-butyl-N-[6-{2-(5-(1-hydroxy-1-methylethyl)primidin-2-yloxy)ethoxy}-5-(4-methylphenyl)pyrimidin-4-yl]benzenesulfonamide). Yield: 30.4%. RXN SMILES: Br[C:2]1[CH:3]=[N:4][C:5]([O:8][CH2:9][CH2:10][O:11][C:12]2[N:17]=[CH:16][N:15]=[C:14]([NH:18][S:19]([C:22]3[CH:27]=[CH:26][C:25]([C:28]([CH3:31])([CH3:30])[CH3:29])=[CH:24][CH:23]=3)(=[O:21])=[O:20])[C:13]=2[C:32]2[CH:37]=[CH:36][C:35]([CH3:38])=[CH:34][CH:33]=2)=[N:6][CH:7]=1.C([Li])CCC.[CH3:44][C:45]([CH3:47])=[O:46].[Cl-].[NH4+]>CCCCCC.O1CCCC1>[C:28]([C:25]1[CH:26]=[CH:27][C:22]([S:19]([NH:18][C:14]2[C:13]([C:32]3[CH:37]=[CH:36][C:35]([CH3:38])=[CH:34][CH:33]=3)=[C:12]([O:11][CH2:10][CH2:9][O:8][C:5]3[N:4]=[CH:3][C:2]([C:45]([OH:46])([CH3:47])[CH3:44])=[CH:7][N:6]=3)[N:17]=[CH:16][N:15]=2)(=[O:21])=[O:20])=[CH:23][CH:24]=1)([CH3:31])([CH3:30])[CH3:29] |f:3.4|. Reported procedure: To a solution of N-[6-{2-(5-bromopyrimidin-2-yloxy)ethoxy}-5-(4-methylphenyl)pyrimidin-4-yl]-4-tert-butylbenzenesulfonamide (300 mg) in tetetrahydrofuran (10 ml) is added a 1.6M solution of n-butyl lithium in n-hexane (0.75 ml) at -78° C. The mixture is stirred at -78° C. for 5 minutes, and thereto is added a solution of acetone (58 mg) in tetrahydrofuran (1 ml), and the mixture is warmed to room temperature. The mixture is treated with aqueous ammonium chloride solution, and extracted with ethy... The reactants are ClC1=NC=CC(=N1)C1=C(N=C(S1)C(C)(C)C)C=1C(=C(C=CC1)NC(OCC=C)=O)F (2-propen-1-yl {3-[5-(2-chloro-4-pyrimidinyl)-2-(1,1-dimethylethyl)-1,3-thiazol-4-yl]-2-fluorophenyl}carbamate), N (ammonia), CO (MeOH). Product: NC1=NC=CC(=N1)C1=C(N=C(S1)C(C)(C)C)C=1C(=C(C=CC1)NC(OCC=C)=O)F (2-Propen-1-yl {3-[5-(2-amino-4-pyrimidinyl)-2-(1,1-dimethylethyl)-1,3-thiazol-4-yl]-2-fluorophenyl}carbamate), foam. Isolated yield 41.0%. RXN SMILES: Cl[C:2]1[N:7]=[C:6]([C:8]2[S:12][C:11]([C:13]([CH3:16])([CH3:15])[CH3:14])=[N:10][C:9]=2[C:17]2[C:18]([F:30])=[C:19]([NH:23][C:24](=[O:29])[O:25][CH2:26][CH:27]=[CH2:28])[CH:20]=[CH:21][CH:22]=2)[CH:5]=[CH:4][N:3]=1.[NH3:31].CO>>[NH2:31][C:2]1[N:7]=[C:6]([C:8]2[S:12][C:11]([C:13]([CH3:16])([CH3:15])[CH3:14])=[N:10][C:9]=2[C:17]2[C:18]([F:30])=[C:19]([NH:23][C:24](=[O:29])[O:25][CH2:26][CH:27]=[CH2:28])[CH:20]=[CH:21][CH:22]=2)[CH:5]=[CH:4][N:3]=1. Procedure: A solution of 2-propen-1-yl {3-[5-(2-chloro-4-pyrimidinyl)-2-(1,1-dimethylethyl)-1,3-thiazol-4-yl]-2-fluorophenyl}carbamate (535 mg, 1.197 mmol) and ammonia in MeOH 7N (6 ml, 42.0 mmol) was heated to 80° C. for 24 h. The crude reaction mixture was evaporated onto silica gel and chromatographed, (0-15% MeOH in DCM). The title compound was obtained as a yellow foam (233 mg, 41% yield). MS (ESI): 428.1 [M+H]+.